Dataset: the Open Reaction Database (ORD), a public repository of structured organic reaction records. Task: describe an organic reaction: reactants, conditions, products, and yield Starting materials: FC1=C(OC2=C3C=CC(NC3=CC=C2OC)=O)C=CC(=C1)F (5-(2,4-difluoro-phenoxy)-6-methoxy-1H-quinolin-2-one), O=P(Cl)(Cl)Cl (POCl3). Yields the product ClC1=NC2=CC=C(C(=C2C=C1)OC1=C(C=C(C=C1)F)F)OC (2-chloro-5-(2,4-difluoro-phenoxy)-6-methoxy-quinoline). The yield is 87.5%. As a reaction SMILES: [F:1][C:2]1[CH:21]=[C:20]([F:22])[CH:19]=[CH:18][C:3]=1[O:4][C:5]1[C:14]([O:15][CH3:16])=[CH:13][CH:12]=[C:11]2[C:6]=1[CH:7]=[CH:8][C:9](=O)[NH:10]2.O=P(Cl)(Cl)[Cl:25]>>[Cl:25][C:9]1[CH:8]=[CH:7][C:6]2[C:11](=[CH:12][CH:13]=[C:14]([O:15][CH3:16])[C:5]=2[O:4][C:3]2[CH:18]=[CH:19][C:20]([F:22])=[CH:21][C:2]=2[F:1])[N:10]=1. Reported procedure: A solution of 5-(2,4-difluoro-phenoxy)-6-methoxy-1H-quinolin-2-one derivative (0.3 g) in 10 mL of POCl3 was refluxed for 1.5 hours. POCl3 was removed under vacuum, the residue was stirred with saturated aqueous sodium bicarbonate solution, the product was extracted with methylene chloride, and the organic layer was dried (MgSO4). Solvent removal gave 0.28 g (87.5%) of 2-chloro-5-(2,4-difluoro-phenoxy)-6-methoxy-quinoline as pure white crystals. The reactants are COc1ccccc1CCN, CCO, COC(=O)c1ccc(C=O)cc1. Product: COC(=O)c1ccc(CNCCc2ccccc2OC)cc1. Reaction SMILES: [CH3:1][O:2][c:3]1[c:4]([CH2:5][CH2:6][NH2:7])[cH:8][cH:9][cH:10][cH:11]1.[CH3:24][CH2:25][OH:26].[CH:12](=[O:13])[c:14]1[cH:15][cH:16][c:17]([C:18](=[O:19])[O:20][CH3:21])[cH:22][cH:23]1>>[CH3:1][O:2][c:3]1[c:4]([CH2:5][CH2:6][NH:7][CH2:12][c:14]2[cH:15][cH:16][c:17]([C:18](=[O:19])[O:20][CH3:21])[cH:22][cH:23]2)[cH:8][cH:9][cH:10][cH:11]1. The reactants are CC=1C=C(C=CC1C)NCCC=1C=NC(=CC1)C(F)(F)F ((3,4-dimethyl-phenyl)-[2-(6-trifluoromethyl-pyridin-3-yl)-ethyl]-amine), C(C)(C)(C)OC(=O)NC(C(=O)O)C1=CC=C(C=C1)F (tert-butoxycarbonylamino-(4-fluoro-phenyl)-acetic acid). The product is N[C@H](C(=O)N(CCC=1C=NC(=CC1)C(F)(F)F)C1=CC(=C(C=C1)C)C)C1=CC=C(C=C1)F ((S)-2-Amino-N-(3,4-dimethyl-phenyl)-2-(4-fluoro-phenyl)-N-[2-(6-trifluoromethyl-pyridin-3-yl)-ethyl]-acetamide). Yield: 13.0%. Reaction SMILES: [CH3:1][C:2]1[CH:3]=[C:4]([NH:9][CH2:10][CH2:11][C:12]2[CH:13]=[N:14][C:15]([C:18]([F:21])([F:20])[F:19])=[CH:16][CH:17]=2)[CH:5]=[CH:6][C:7]=1[CH3:8].C(OC([NH:29][CH:30]([C:34]1[CH:39]=[CH:38][C:37]([F:40])=[CH:36][CH:35]=1)[C:31](O)=[O:32])=O)(C)(C)C>>[NH2:29][C@@H:30]([C:34]1[CH:39]=[CH:38][C:37]([F:40])=[CH:36][CH:35]=1)[C:31]([N:9]([C:4]1[CH:5]=[CH:6][C:7]([CH3:8])=[C:2]([CH3:1])[CH:3]=1)[CH2:10][CH2:11][C:12]1[CH:13]=[N:14][C:15]([C:18]([F:21])([F:20])[F:19])=[CH:16][CH:17]=1)=[O:32]. Procedure details: In analogy to example 1, (3,4-dimethyl-phenyl)-[2-(6-trifluoromethyl-pyridin-3-yl)-ethyl]-amine (250 mg, 0.85 mmol, prepared as per example 1, step 3) and tert-butoxycarbonylamino-(4-fluoro-phenyl)-acetic acid (343 mg, 1.27 mmol, commercially available) were coupled together and resolved by chromatography on a chiral columnto afford the title compound (48 mg, 13%) as a pale yellow oil which crystallized upon standing MS m/e: 446.2 [M+H]+. The reactants are N[C@@H]([C@H](C)NC(=O)OC(C)(C)C)CCCCCCCCCCCCCCC ((2S,3R)-3-Amino-2-(N-tert-butoxycarbonylamino)-octadecane), Cl (HCl). Solvent: O1CCOCC1 (dioxane), O1CCOCC1 (dioxane). Run at time 5 hour. The product is Cl.Cl.N[C@@H](C)[C@@H](CCCCCCCCCCCCCCC)N ((2S,3R)-2,3-Diamino-octadecane dihydrochloride). Yield: 56.0%. As a reaction SMILES: [NH2:1][C@H:2]([CH2:13][CH2:14][CH2:15][CH2:16][CH2:17][CH2:18][CH2:19][CH2:20][CH2:21][CH2:22][CH2:23][CH2:24][CH2:25][CH2:26][CH3:27])[C@@H:3]([NH:5]C(OC(C)(C)C)=O)[CH3:4].[ClH:28]>O1CCOCC1>[ClH:28].[ClH:28].[NH2:5][C@H:3]([C@H:2]([NH2:1])[CH2:13][CH2:14][CH2:15][CH2:16][CH2:17][CH2:18][CH2:19][CH2:20][CH2:21][CH2:22][CH2:23][CH2:24][CH2:25][CH2:26][CH3:27])[CH3:4] |f:3.4.5|. Procedure: To a solution of N-Boc derivative 96 (22 mg, 0.057 mmol) in dioxane (0.4 mL), anhydrous HCl solution in dioxane (5.3M, 0.43 mL, 2.29 mmol) was added. After stirring at room temperature for 5 h, the solvent was removed in vacuo. The resulting solid was washed with dioxane to obtain dihydrochloride 97 as a white solid (11.5 mg, 56% yield).